Task: describe an organic reaction: reactants, conditions, products, and yield. Dataset: the Open Reaction Database (ORD), a public repository of structured organic reaction records The reactants are C(C)(C)(C)NC(=O)C1=CN(C2=NC=C(N=C21)C2=NN(C1=CC=C(C=C21)OC(F)F)CC(=O)NC)COCC[Si](C)(C)C (N-tert-butyl-2-(5-(difluoromethoxy)-1-(2-(methylamino)-2-oxoethyl)-1H-indazol-3-yl)-5-((2-(trimethylsilyl)ethoxy)methyl)-5H-pyrrolo[2,3-b]pyrazine-7-carboxamide), FC(C(=O)O)(F)F (trifluoroacetic acid). Solvent: ClCCl (dichloromethane). Run at time 18 hour. The product is C(C)(C)(C)NC(=O)C1=CNC2=NC=C(N=C21)C2=NN(C1=CC=C(C=C21)OC(F)F)CC(=O)NC (N-tert-butyl-2-(5-(difluoromethoxy)-1-(2-(methylamino)-2-oxoethyl)-1H-indazol-3-yl)-5H-pyrrolo[2,3-b]pyrazine-7-carboxamide). The yield is 79.9%. Reaction SMILES: [C:1]([NH:5][C:6]([C:8]1[C:16]2[C:11](=[N:12][CH:13]=[C:14]([C:17]3[C:25]4[C:20](=[CH:21][CH:22]=[C:23]([O:26][CH:27]([F:29])[F:28])[CH:24]=4)[N:19]([CH2:30][C:31]([NH:33][CH3:34])=[O:32])[N:18]=3)[N:15]=2)[N:10](COCC[Si](C)(C)C)[CH:9]=1)=[O:7])([CH3:4])([CH3:3])[CH3:2].FC(F)(F)C(O)=O>ClCCl>[C:1]([NH:5][C:6]([C:8]1[C:16]2[C:11](=[N:12][CH:13]=[C:14]([C:17]3[C:25]4[C:20](=[CH:21][CH:22]=[C:23]([O:26][CH:27]([F:28])[F:29])[CH:24]=4)[N:19]([CH2:30][C:31]([NH:33][CH3:34])=[O:32])[N:18]=3)[N:15]=2)[NH:10][CH:9]=1)=[O:7])([CH3:4])([CH3:3])[CH3:2]. Procedure details: To a stirred solution of N-tert-butyl-2-(5-(difluoromethoxy)-1-(2-(methylamino)-2-oxoethyl)-1H-indazol-3-yl)-5-((2-(trimethylsilyl)ethoxy)methyl)-5H-pyrrolo[2,3-b]pyrazine-7-carboxamide (69.0 mg, 115 μmol) in dichloromethane (3.00 mL) under Ar, trifluoroacetic acid (372 mg, 0.25 mL, 3.26 mmol) was added at 25° C. After 18 h, the solvent was removed and the residue was dissolved in a mix of dichloromethane/methanol/NH3OH (3:2:0.25, 5.25 mL) and stirred. After 2.5 h, the reaction was concentrated ... Starting materials: ClCCl, Cc1cc(CCCCCCCOc2csc(C(=O)O)c2)on1, NCCO, O=S(Cl)Cl. The product is Cc1cc(CCCCCCCOc2csc(C(=O)NCCO)c2)on1. As a reaction SMILES: [CH2:31]([Cl:32])[Cl:33].[CH3:5][c:6]1[n:7][o:8][c:9]([CH2:11][CH2:12][CH2:13][CH2:14][CH2:15][CH2:16][CH2:17][O:18][c:19]2[cH:20][c:21]([C:24](=[O:25])[OH:26])[s:22][cH:23]2)[cH:10]1.[NH2:27][CH2:28][CH2:29][OH:30].[S:1]([Cl:2])([Cl:3])=[O:4]>>[CH3:5][c:6]1[n:7][o:8][c:9]([CH2:11][CH2:12][CH2:13][CH2:14][CH2:15][CH2:16][CH2:17][O:18][c:19]2[cH:20][c:21]([C:24](=[O:26])[NH:27][CH2:28][CH2:29][OH:30])[s:22][cH:23]2)[cH:10]1. Isolated yield 67.3%. As a reaction SMILES: [H-].[K+].Br[C:4]1[CH:12]=[C:11]2[C:7]([CH:8]=[CH:9][NH:10]2)=[CH:6][CH:5]=1.C([Li])(C)(C)C.[CH3:18][S:19]SC>O1CCCC1.[Cl-].[NH4+]>[CH3:18][S:19][C:4]1[CH:12]=[C:11]2[C:7]([CH:8]=[CH:9][NH:10]2)=[CH:6][CH:5]=1 |f:0.1,6.7|. Reactants: BrC1=CC=C2C=CNC2=C1 (6-bromoindole), CSSC (dimethyl disulphide), [H-].[K+] (potassium hydride), C(C)(C)(C)[Li] (tert-butyllithium). Run at temperature -78 celsius, time 15 minute. Product: CSC1=CC=C2C=CNC2=C1 (6-Methylthioindole). Reported procedure: To a stirred suspension of potassium hydride (30% dispersion in mineral oil, 0.68 g, 5.10 mmol) in dry tetrahydrofuran (20 mL) at 0° C., under Ar, was added a solution of 6-bromoindole (1.0 g, 5.1 mmol) in tetrahydrofuran (10 mL). After 15 mins, the solution was cooled to −78° C. and tert-butyllithium (1.7 M, 6.0 mL, 10 mmol) was added dropwise. The mixture was stirred for a further 15 mins and then dimethyl disulphide (0.92 mL, 10.2 mmol) was added dropwise. The solution was warmned gradually t... Run in O1CCCC1 (tetrahydrofuran), [Cl-].[NH4+] (ammonium chloride), O1CCCC1 (tetrahydrofuran). Solvent: CO (methanol). Procedure: To a stirred solution of THP-protected hydroxy ester 5 (1 g, 2.53 mmol) in methanol (35 ml) was added p-TsOH (30 mg, 1 mg/ml). The reaction mixture was stirred at room temperature for 1 hr, concentrated and diluted with EtOAc. Organic layer was washed twice with NaHCO3 and water, dried over MgSO4, filtered and concentrated. The obtained oily residue (712 mg, 90%) was used for next step without further purification. Reactants: O1C(CCCC1)OCCOCC(=O)OCCOCC(=O)OCC1=CC=CC=C1 (2-(2-(benzyloxy)-2-oxoethoxy)ethyl 2-(2-(tetrahydro-2H-pyran-2-yloxy)ethoxy)acetate), CC=1C=CC(=CC1)S(=O)(=O)O (p-TsOH). Product: OCCOCC(=O)OCCOCC(=O)OCC1=CC=CC=C1 (2-[2-(benzyloxy)-2-oxoethoxy]ethyl 2-(2-hydroxyethoxy)acetate). As a reaction SMILES: O1CCCCC1[O:7][CH2:8][CH2:9][O:10][CH2:11][C:12]([O:14][CH2:15][CH2:16][O:17][CH2:18][C:19]([O:21][CH2:22][C:23]1[CH:28]=[CH:27][CH:26]=[CH:25][CH:24]=1)=[O:20])=[O:13].CC1C=CC(S(O)(=O)=O)=CC=1>CO>[OH:7][CH2:8][CH2:9][O:10][CH2:11][C:12]([O:14][CH2:15][CH2:16][O:17][CH2:18][C:19]([O:21][CH2:22][C:23]1[CH:24]=[CH:25][CH:26]=[CH:27][CH:28]=1)=[O:20])=[O:13]. Reaction conditions: time 1 hour. The reactants are NC1=NC(=C(C(=N1)OS(=O)(=O)C(F)(F)F)C)C=1OC=CC1 (trifluoromethanesulfonic acid 2-amino-6-furan-2-yl-5-methyl-pyrimidin-4-yl ester), Cl.Cl.NCC1=NC2=CC=CC=C2C=C1 (2-(aminomethyl)quinoline dihydrochloride). Run in COCCOC (DME). Yields the product ClC1=NC(=NC(=C1C)C=1OC=CC1)N (4-chloro-6-furan-2-yl-5-methyl-pyrimidin-2-ylamine). The yield is 49.6%. Procedure: To a stirred solution of 250 mg (0.77 mmol) trifluoromethanesulfonic acid 2-amino-6-furan-2-yl-5-methyl-pyrimidin-4-yl ester in 10 ml DME was added 489 mg (2.12 mmol) 2-(aminomethyl)quinoline dihydrochloride and the mixture heated at 80° C. for 16 hours. The reaction mixture was then concentrated in vacuo. Chromatography (ethyl acetate/hexane 4/1) followed by trituration in ether/hexane afforded 80 mg (50%) 4-chloro-6-furan-2-yl-5-methyl-pyrimidin-2-ylamine as a white crystalline solid. ES-MS m/... Reaction conditions: temperature 80 celsius. As a reaction SMILES: [NH2:1][C:2]1[N:7]=[C:6](OS(C(F)(F)F)(=O)=O)[C:5]([CH3:16])=[C:4]([C:17]2[O:18][CH:19]=[CH:20][CH:21]=2)[N:3]=1.[ClH:22].Cl.NCC1C=CC2C(=CC=CC=2)N=1>COCCOC>[Cl:22][C:6]1[C:5]([CH3:16])=[C:4]([C:17]2[O:18][CH:19]=[CH:20][CH:21]=2)[N:3]=[C:2]([NH2:1])[N:7]=1 |f:1.2.3|. Reactants: O=C([O-])[O-], CO, [K+], [K+], O=S(=O)(c1ccccc1)n1cc(-c2c(-c3ccccn3)nn3c2CCC3)c2ccncc21. The product is c1ccc(-c2nn3c(c2-c2c[nH]c4cnccc24)CCC3)nc1. As a reaction SMILES: [C:1](=[O:2])([O-:3])[O-:4].[CH3:39][OH:40].[K+:5].[K+:6].[c:7]1([S:8](=[O:9])(=[O:10])[n:16]2[cH:17][c:18](-[c:25]3[c:26]4[n:27]([n:28][c:29]3-[c:30]3[n:31][cH:32][cH:33][cH:34][cH:35]3)[CH2:36][CH2:37][CH2:38]4)[c:19]3[c:20]2[cH:21][n:22][cH:23][cH:24]3)[cH:11][cH:12][cH:13][cH:14][cH:15]1>>[nH:16]1[cH:17][c:18](-[c:25]2[c:26]3[n:27]([n:28][c:29]2-[c:30]2[n:31][cH:32][cH:33][cH:34][cH:35]2)[CH2:36][CH2:37][CH2:38]3)[c:19]2[c:20]1[cH:21][n:22][cH:23][cH:24]2. The reactants are N1=C(C=CC=C1)N1CCOC2=C(C1)C=C(C=C2)C=O (4-Pyridin-2-yl-2,3,4,5-tetrahydro-benzo[f][1,4]oxazepine-7-carbaldehyde), S1C(NC(C1)=O)=O (2,4-thiazolidinedione), C(C)(=O)[O-].[NH2+]1CCCCC1 (piperidinium acetate). Solvent: C1(=CC=CC=C1)C (toluene). The product is N1=C(C=CC=C1)N1CCOC2=C(C1)C=C(C=C2)C=C2C(NC(S2)=O)=O (5-(4-pridin-2-yl-2,3,4,5-tetrahydro-benzo[f][1,4]oxazepin-7-ylmethylene)-thiazolidine-2,4-dione). Reaction SMILES: [N:1]1[CH:6]=[CH:5][CH:4]=[CH:3][C:2]=1[N:7]1[CH2:13][C:12]2[CH:14]=[C:15]([CH:18]=O)[CH:16]=[CH:17][C:11]=2[O:10][CH2:9][CH2:8]1.[S:20]1[CH2:24][C:23](=[O:25])[NH:22][C:21]1=[O:26].C([O-])(=O)C.[NH2+]1CCCCC1>C1(C)C=CC=CC=1>[N:1]1[CH:6]=[CH:5][CH:4]=[CH:3][C:2]=1[N:7]1[CH2:13][C:12]2[CH:14]=[C:15]([CH:18]=[C:24]3[S:20][C:21](=[O:26])[NH:22][C:23]3=[O:25])[CH:16]=[CH:17][C:11]=2[O:10][CH2:9][CH2:8]1 |f:2.3|. Reported procedure: 4-Pyridin-2-yl-2,3,4,5-tetrahydro-benzo[f][1,4]oxazepine-7-carbaldehyde [compound of Example 1-Step III] (0.868 g, 3.4 mmol) was dissolved in 100 mL dry toluene and to this solution, was added 2,4-thiazolidinedione (0.402 g, 3.4 mmol) and piperidinium acetate (46 mg, 0.32 mmol). The reaction mixture was refluxed in a Dean Stark apparatus for 4 hours. The reaction mixture was cooled and filtered. The residue was washed with petroleum ether (500 mL) and dried in air to give crude material A (0.6 g... Starting materials: C(#N)[BH3-].[Na+] (Sodium cyanoborohydride), NC=1C=C(C=CC1F)O (3-amino-4-fluorophenol), C=O (formaldehyde), C(C)(=O)O (acetic acid). The solvent is C(C)#N (acetonitrile), O (water). Run at time 2 hour. The product is CON(C=1C=C(C=CC1F)O)OC (3-dimethoxyamino-4-fluorophenol). Isolated yield 91.0%. Reaction SMILES: C([BH3-])#N.[Na+].[NH2:5][C:6]1[CH:7]=[C:8]([OH:13])[CH:9]=[CH:10][C:11]=1[F:12].[CH2:14]=[O:15].[C:16]([OH:19])(=O)C>C(#N)C.O>[CH3:14][O:15][N:5]([O:19][CH3:16])[C:6]1[CH:7]=[C:8]([OH:13])[CH:9]=[CH:10][C:11]=1[F:12] |f:0.1|. Reported procedure: Sodium cyanoborohydride (0.81 g, 12.7 mmol) is added to a solution of 3-amino-4-fluorophenol (0.66 g, 4.6 mmol), formaldehyde (37% solution, 2.0 g, 24.6 mmol) and acetic acid (0.5 mL) in 20 mL acetonitrile. The reaction is stirred for 2 hour and then poured into 100 mL water. The product is then extracted into diethyl ether (50 mL×3) and the combined organic fractions are washed with brine (40 mL), and dried over anhydrous sodium sulfate. The resulting solution is concentrated in vacuo, and the ... Reactants: S(O)(O)(=O)=O (sulphuric acid), [N+](=O)(O)[O-] (nitric acid), oxides, [N+](=O)(O)[O-] (nitric acid), CC=1NC=CN1 (2-methylimidazole), S(O)(O)(=O)=O (Sulphuric acid), S(O)(O)(=O)=O (sulphuric acid). Reaction conditions: time 1 hour. Product: N (ammonia), CC=1NC(=CN1)[N+](=O)[O-] (2-methyl-5-nitroimidazole). Reaction SMILES: [CH3:1][C:2]1[NH:3][CH:4]=[CH:5][N:6]=1.S(=O)(=O)(O)O.[N+:12]([O-])([OH:14])=[O:13]>>[NH3:3].[CH3:1][C:2]1[NH:3][C:4]([N+:12]([O-:14])=[O:13])=[CH:5][N:6]=1. Procedure details: Into a vessel made of acid-resistant stainless steel of 75 liters capacity, provided with a stirring device and a cooling jacket, a nitrated solution, obtained as in examples I or III, was placed and 6 kg of 2-methylimidazole were gradually introduced, while cooling and stirring, and then 20 liters of nitric acid of 1.40 density were introduced such that the temperature does not exceed 70°. The vessel was closed and connected by a valved conduit to an absorption device, provided with a cooled re... The reactants are ClC1=C(C=C(C=C1)Cl)C1=CCNC=2N1N=C(C2C(=O)N)C (7-(2,5-Dichlorophenyl)-4,5-dihydro-2-methylpyrazolo(1,5-a)pyrimidine-3-carboxamide), C(=O)(N1C=NC=C1)N1C=NC=C1 (1,1'-carbonyldiimidazole). Run in O1CCOCC1 (p-dioxane). Yields the product ClC1=C(C=C(C=C1)Cl)C1=CCN2C(NC(C=3C(=NN1C32)C)=O)=O (8-(2,5-Dichlorophenyl)-2-methyl-3H,6H-1,4,5a,8a-tetraazaacenaphthylene-3,5(4H)-dione). Reaction SMILES: [Cl:1][C:2]1[CH:7]=[CH:6][C:5]([Cl:8])=[CH:4][C:3]=1[C:9]1[N:14]2[N:15]=[C:16]([CH3:21])[C:17]([C:18]([NH2:20])=[O:19])=[C:13]2[NH:12][CH2:11][CH:10]=1.[C:22](N1C=CN=C1)(N1C=CN=C1)=[O:23]>O1CCOCC1>[Cl:1][C:2]1[CH:7]=[CH:6][C:5]([Cl:8])=[CH:4][C:3]=1[C:9]1[N:14]2[C:13]3[N:12]([C:22](=[O:23])[NH:20][C:18](=[O:19])[C:17]=3[C:16]([CH3:21])=[N:15]2)[CH2:11][CH:10]=1. Procedure: To a 3.0 g amount of 7-(2,5-dichlorophenyl)-4,5-dihydro-2-methylpyrazolo(1,5-a)pyrimidine-3-carboxamide (Example 9) suspended and stirred in 100 ml of dry p-dioxane, under nitrogen is added 8.0 g of 1,1'-carbonyldiimidazole. The mixture is evaporated to dryness in vacuo and the residue is treated with water to decompose the excess 1,1'-carbonyldiimidazole. The remaining solid is collected by filtration, then stirred with 50 ml of tetrahydrofuran. The solid is collected and dried to give 1.6 g of...